From a dataset of the Open Reaction Database (ORD), a public repository of structured organic reaction records. describe an organic reaction: reactants, conditions, products, and yield Reactants: C(C=C)N(C#N)CC=C (diallylcyanamide), [C-]#N.[K+] (KCN), CO (methanol). The solvent is O (H2O). The product is C(C=C)N(C(OC)=N)CC=C (N,N-diallyl-O-methylisourea). Yield: 67.0%. Reaction SMILES: [CH2:1]([N:4]([CH2:7][CH:8]=[CH2:9])[C:5]#[N:6])[CH:2]=[CH2:3].[C-]#N.[K+].[CH3:13][OH:14]>O>[CH2:1]([N:4]([CH2:7][CH:8]=[CH2:9])[C:5](=[NH:6])[O:14][CH3:13])[CH:2]=[CH2:3] |f:1.2|. Reported procedure: The following reactants were combined in a 1-liter, round-bottom flask: 24.4 g (0.2 mole) diallylcyanamide, 13 g (0.2 mole) KCN and 500 ml methanol. The mixture was heated under reflux for 24 hours, then stripped in vacuo. The residue was dissolved in 250 ml H2O, which was subsequently extracted with three 200 ml portions of diethyl ether. The organic phases were combined, washed with 200 ml of H2O and dried with MgSO4. The solvent was evaporated to yield 20.7 g (67% yield) of N,N-diallyl-O-meth... Reactants: CCOC(=O)C (EtOAc), [OH-].[Na+] (NaOH), NH4OAc, OC1=C(C=CC(=C1CCC)OCCCOC1=CC=C(C=C1)C(CCCC1=CC=CC=C1)O)C(C)=O (1-(2-Hydroxy-4-{3-[4-(1-hydroxy-4-phenylbutyl)phenoxy]propoxy},3-propylphenyl)ethanone), SCCC(=O)O (3-mercaptopropionic acid), BF3 ·OEt2. Reagents/catalysts: CC(=O)O (AcOH). Run in CCO (EtOH), ClCCCl (1,2-dichloroethane). Conditions: time 1 hour. The product is [Na+].C(C)(=O)C1=C(C(=C(OCCCOC2=CC=C(C=C2)C(CCCC2=CC=CC=C2)SCCC(=O)[O-])C=C1)CCC)O (3-(1-{4-[3-(4-Acetyl-3-hydroxy-2-propylphenoxy)propoxy]phenyl}-4-phenylbutylthio)propionic acid sodium salt), hemihydrate. Reaction SMILES: [OH:1][C:2]1[C:7]([CH2:8][CH2:9][CH3:10])=[C:6]([O:11][CH2:12][CH2:13][CH2:14][O:15][C:16]2[CH:21]=[CH:20][C:19]([CH:22](O)[CH2:23][CH2:24][CH2:25][C:26]3[CH:31]=[CH:30][CH:29]=[CH:28][CH:27]=3)=[CH:18][CH:17]=2)[CH:5]=[CH:4][C:3]=1[C:33](=[O:35])[CH3:34].[SH:36][CH2:37][CH2:38][C:39]([OH:41])=[O:40].CCOC(C)=O.[OH-].[Na+:49]>ClCCCl.CC(O)=O.CCO>[Na+:49].[C:33]([C:3]1[CH:4]=[CH:5][C:6]([O:11][CH2:12][CH2:13][CH2:14][O:15][C:16]2[CH:21]=[CH:20][C:19]([CH:22]([S:36][CH2:37][CH2:38][C:39]([O-:41])=[O:40])[CH2:23][CH2:24][CH2:25][C:26]3[CH:27]=[CH:28][CH:29]=[CH:30][CH:31]=3)=[CH:18][CH:17]=2)=[C:7]([CH2:8][CH2:9][CH3:10])[C:2]=1[OH:1])(=[O:35])[CH3:34] |f:3.4,8.9|. Procedure: To a 0° C. solution of the alcohol from Step 2 (275 mg) and 3-mercaptopropionic acid (64 mg) in 1,2-dichloroethane (10 mL) was added BF3 ·OEt2 (355 mg). After 1 hr. at 0° C., the reaction mixture was poured on 25% aqueous NH4OAc containing AcOH (3 drops) and EtOAc. The organic layer was separated and the aqueous further extracted with EtOAc (2×10 mL). The combined organic layers were washed with brine, dried with MgSO4 and solvents were removed under reduced pressure to yield an oil which was sp... Starting materials: CC(C)(C)c1ccccc1OC1CNC1, CCN=C=O, c1ccncc1. Product: CCNC(=O)N1CC(Oc2ccccc2C(C)(C)C)C1. As a reaction SMILES: [C:1]([CH3:2])([CH3:3])([CH3:4])[c:5]1[c:6]([O:7][CH:8]2[CH2:9][NH:10][CH2:11]2)[cH:12][cH:13][cH:14][cH:15]1.[CH2:16]([CH3:17])[N:18]=[C:19]=[O:20].[cH:21]1[cH:22][cH:23][n:24][cH:25][cH:26]1>>[C:1]([CH3:2])([CH3:3])([CH3:4])[c:5]1[c:6]([O:7][CH:8]2[CH2:9][N:10]([C:19]([NH:18][CH2:16][CH3:17])=[O:20])[CH2:11]2)[cH:12][cH:13][cH:14][cH:15]1. Starting materials: BrC1(SC=CC1)C=O (2-bromo-2-thiophenecarboxaldehyde), C[Si](C(F)(F)F)(C)C (trimethyl(trifluoromethyl)silane), [F-].C(CCC)[N+](CCCC)(CCCC)CCCC (tetrabutylammonium fluoride), O1CCCC1 (tetrahydrofuran). Conditions: time 36 hour. Yields the product BrC1=CC=C(S1)C(C(F)(F)F)O (1-(5-bromothien-2-yl)-2,2,2-trifluoroethanol). Yield: 98.0%. RXN SMILES: [Br:1][C:2]1(C=O)CC=C[S:3]1.C[Si](C)(C)[C:11]([F:14])([F:13])[F:12].[F-].C([N+](CCCC)(CCCC)CCCC)CCC.[O:35]1[CH2:39][CH2:38][CH2:37][CH2:36]1>>[Br:1][C:2]1[S:3][C:37]([CH:36]([OH:35])[C:11]([F:14])([F:13])[F:12])=[CH:38][CH:39]=1 |f:2.3|. Reported procedure: To a solution of 2-bromo-2-thiophenecarboxaldehyde (2.1 g, 0.01 mol) and trimethyl(trifluoromethyl)silane (1.7 g, 0.012 mol) in dry tetrahydrofuran at 0° C. was added tetrabutylammonium fluoride (10 mL of 1.0 M tetrahydrofuran solution, 0.01 mol) drop wise. The mixture was warmed to room temperature and stirred for 36 hours. The reaction was then quenched with 6N HCl and stirred for 30 minutes, and then extracted with ethyl acetate. The organic layer was washed with brine, dried over magnesium s... Starting materials: Cc1cc(Br)cc(C)c1-n1ccnc1-c1ccc(F)cc1, O=C([O-])[O-], Cc1cc(C)cc(B(O)O)c1, COCCOC, [K+], [K+], CC(=O)[O-], CC(=O)[O-], O, [Pd+2], c1ccc(P(c2ccccc2)c2ccccc2)cc1. Product: Cc1cc(C)cc(-c2cc(C)c(-n3ccnc3-c3ccc(F)cc3)c(C)c2)c1. RXN SMILES: [Br:1][c:2]1[cH:3][c:4]([CH3:21])[c:5](-[n:9]2[c:10](-[c:14]3[cH:15][cH:16][c:17]([F:20])[cH:18][cH:19]3)[n:11][cH:12][cH:13]2)[c:6]([CH3:8])[cH:7]1.[C:33](=[O:34])([O-:35])[O-:36].[CH3:22][c:23]1[cH:24][c:25]([B:30]([OH:31])[OH:32])[cH:26][c:27]([CH3:29])[cH:28]1.[CH3:58][O:59][CH2:60][CH2:61][O:62][CH3:63].[K+:37].[K+:38].[O-:65][C:66]([CH3:67])=[O:68].[O-:69][C:70]([CH3:71])=[O:72].[OH2:73].[Pd+2:64].[c:39]1([P:40]([c:41]2[cH:42][cH:43][cH:44][cH:45][cH:46]2)[c:47]2[cH:48][cH:49][cH:50][cH:51][cH:52]2)[cH:53][cH:54][cH:55][cH:56][cH:57]1>>[c:2]1(-[c:25]2[cH:24][c:23]([CH3:22])[cH:28][c:27]([CH3:29])[cH:26]2)[cH:3][c:4]([CH3:21])[c:5](-[n:9]2[c:10](-[c:14]3[cH:15][cH:16][c:17]([F:20])[cH:18][cH:19]3)[n:11][cH:12][cH:13]2)[c:6]([CH3:8])[cH:7]1. Starting materials: Cc1c(I)ccc(F)c1CO, O=S(Cl)Cl, c1ccccc1. The product is Cc1c(I)ccc(F)c1CCl. RXN SMILES: [F:1][c:2]1[cH:3][cH:4][c:5]([I:11])[c:6]([CH3:10])[c:7]1[CH2:8][OH:9].[S:12]([Cl:13])([Cl:14])=[O:15].[cH:16]1[cH:17][cH:18][cH:19][cH:20][cH:21]1>>[F:1][c:2]1[cH:3][cH:4][c:5]([I:11])[c:6]([CH3:10])[c:7]1[CH2:8][Cl:14].